This data is from the Open Reaction Database (ORD), a public repository of structured organic reaction records. The task is: describe an organic reaction: reactants, conditions, products, and yield Starting materials: BrC1=CC=C(CC=2NC3=C(N2)C(=CC=C3C(=O)OC)OC)C=C1 (methyl 2-(4-bromobenzyl)-7-methoxy-3H-benzimidazole-4-carboxylate), CN(C=O)C (dimethylformamide). The reagents and catalysts are [Pd].C1(=CC=CC=C1)P(C1=CC=CC=C1)C1=CC=CC=C1.C1(=CC=CC=C1)P(C1=CC=CC=C1)C1=CC=CC=C1.C1(=CC=CC=C1)P(C1=CC=CC=C1)C1=CC=CC=C1.C1(=CC=CC=C1)P(C1=CC=CC=C1)C1=CC=CC=C1 (tetrakis(triphenylphosphine) palladium (0)), [C-]#N.[Zn+2].[C-]#N (zinc cyanide). Run in C(C)(=O)OCC (ethyl acetate). Run at temperature 100 celsius. Product: C(#N)C1=CC=C(CC=2NC3=C(N2)C(=CC=C3C(=O)OC)OC)C=C1 (Methyl 2-(4-cyanobenzyl)-7-methoxy-3H-benzimidazole-4-carboxylate). As a reaction SMILES: Br[C:2]1[CH:23]=[CH:22][C:5]([CH2:6][C:7]2[NH:8][C:9]3[C:15]([C:16]([O:18][CH3:19])=[O:17])=[CH:14][CH:13]=[C:12]([O:20][CH3:21])[C:10]=3[N:11]=2)=[CH:4][CH:3]=1.[CH3:24][N:25](C)C=O>C(OCC)(=O)C.[Pd].C1(P(C2C=CC=CC=2)C2C=CC=CC=2)C=CC=CC=1.C1(P(C2C=CC=CC=2)C2C=CC=CC=2)C=CC=CC=1.C1(P(C2C=CC=CC=2)C2C=CC=CC=2)C=CC=CC=1.C1(P(C2C=CC=CC=2)C2C=CC=CC=2)C=CC=CC=1.[C-]#N.[Zn+2].[C-]#N>[C:24]([C:2]1[CH:23]=[CH:22][C:5]([CH2:6][C:7]2[NH:8][C:9]3[C:15]([C:16]([O:18][CH3:19])=[O:17])=[CH:14][CH:13]=[C:12]([O:20][CH3:21])[C:10]=3[N:11]=2)=[CH:4][CH:3]=1)#[N:25] |f:3.4.5.6.7,8.9.10|. Procedure details: A solution of methyl 2-(4-bromobenzyl)-7-methoxy-3H-benzimidazole-4-carboxylate [1.4 g, Reference Example 3(1)] in dry dimethylformamide was treated with tetrakis(triphenylphosphine) palladium (0) (0.266 g) and zinc cyanide (0.275 g). The reaction mixture was heated at 100° C. for 12 hours then cooled to room temperature. The mixture was diluted with ethyl acetate and then washed with ammonium hydroxide (2N), then with water and then with brine. The organic solution was dried over magnesium sulp... The reactants are CCOC(=O)C1CCC(Oc2ccc([N+](=O)[O-])c(F)c2)CC1, CCO, [Pd]. RXN SMILES: [CH2:1]([CH3:2])[O:3][C:4](=[O:5])[CH:6]1[CH2:7][CH2:8][CH:9]([O:12][c:13]2[cH:14][c:15]([F:22])[c:16]([N+:19]([O-:20])=[O:21])[cH:17][cH:18]2)[CH2:10][CH2:11]1.[CH3:23][CH2:24][OH:25].[Pd:26]>>[CH2:1]([CH3:2])[O:3][C:4](=[O:5])[CH:6]1[CH2:7][CH2:8][CH:9]([O:12][c:13]2[cH:14][c:15]([F:22])[c:16]([NH2:19])[cH:17][cH:18]2)[CH2:10][CH2:11]1. The product is CCOC(=O)C1CCC(Oc2ccc(N)c(F)c2)CC1. The reactants are C(C)(=O)OC(C1CCC=2N(C3=CC=C(C=C3C2C)Cl)C1=O)C=1N=CN(C1C)C(C1=CC=CC=C1)(C1=CC=CC=C1)C1=CC=CC=C1 (7-[(acetoxy)(5-methyl-1-trityl-1H-imidazol-4-yl)methyl]-2-chloro-8,9-dihydro-10-methylpyrido[1,2-a]indol-6(7H)-one), N12CCCCCC2=NCCC1 (1.8-diazabicyclo[5.4.0]undec-7-ene). Run in C1(=CC=CC=C1)C (toluene). Product: ClC=1C=C2C(=C3N(C2=CC1)C(C(CC3)=CC=3N=CN(C3C)C(C3=CC=CC=C3)(C3=CC=CC=C3)C3=CC=CC=C3)=O)C (2-chloro-8,9-dihydro-10-methyl-7-[(5-methyl-1-trityl-1H-imidazol-4-yl)methylene]pyrido[1,2-a]indol-6(7H)-one). The yield is 87.7%. Reaction SMILES: C(O[CH:5]([C:22]1[N:23]=[CH:24][N:25]([C:28]([C:41]2[CH:46]=[CH:45][CH:44]=[CH:43][CH:42]=2)([C:35]2[CH:40]=[CH:39][CH:38]=[CH:37][CH:36]=2)[C:29]2[CH:34]=[CH:33][CH:32]=[CH:31][CH:30]=2)[C:26]=1[CH3:27])[CH:6]1[C:20](=[O:21])[N:10]2[C:11]3[C:16]([C:17]([CH3:18])=[C:9]2[CH2:8][CH2:7]1)=[CH:15][C:14]([Cl:19])=[CH:13][CH:12]=3)(=O)C.N12CCCN=C1CCCCC2>C1(C)C=CC=CC=1>[Cl:19][C:14]1[CH:15]=[C:16]2[C:11](=[CH:12][CH:13]=1)[N:10]1[C:20](=[O:21])[C:6](=[CH:5][C:22]3[N:23]=[CH:24][N:25]([C:28]([C:41]4[CH:46]=[CH:45][CH:44]=[CH:43][CH:42]=4)([C:35]4[CH:36]=[CH:37][CH:38]=[CH:39][CH:40]=4)[C:29]4[CH:34]=[CH:33][CH:32]=[CH:31][CH:30]=4)[C:26]=3[CH3:27])[CH2:7][CH2:8][C:9]1=[C:17]2[CH3:18]. Procedure: To a solution of 7-[(acetoxy)(5-methyl-1-trityl-1H-imidazol-4-yl)methyl]-2-chloro-8,9-dihydro-10-methylpyrido[1,2-a]indol-6(7H)-one (1.40 g) in toluene (15 ml) was added 1.8-diazabicyclo[5.4.0]undec-7-ene (0.37 ml), and the mixture was refluxed for 2 hours. After being cooled, the solution was washed with water and brine, dried over sodium sulfate, evaporated, and triturated in diisopropyl ether, to give 2-chloro-8,9-dihydro-10-methyl-7-[(5-methyl-1-trityl-1H-imidazol-4-yl)methylene]pyrido[1,2-a... Starting materials: CN(C)C=O, Cl, Cl, Cl, NO, [Na+], C1COCCO1, [OH-], O=Cc1ccc2[nH]c(NCC3CCN(Cc4cccc5ccccc45)CC3)nc2c1. The product is N#Cc1ccc2[nH]c(NCC3CCN(Cc4cccc5ccccc45)CC3)nc2c1. As a reaction SMILES: [CH3:44][N:45]([CH3:46])[CH:47]=[O:48].[ClH:31].[ClH:34].[ClH:43].[NH2:32][OH:33].[Na+:36].[O:37]1[CH2:38][CH2:39][O:40][CH2:41][CH2:42]1.[OH-:35].[c:1]1([CH2:11][N:12]2[CH2:13][CH2:14][CH:15]([CH2:18][NH:19][c:20]3[n:21][c:22]4[c:23]([nH:24]3)[cH:25][cH:26][c:27]([CH:29]=[O:30])[cH:28]4)[CH2:16][CH2:17]2)[cH:2][cH:3][cH:4][c:5]2[cH:6][cH:7][cH:8][cH:9][c:10]12>>[c:1]1([CH2:11][N:12]2[CH2:13][CH2:14][CH:15]([CH2:18][NH:19][c:20]3[n:21][c:22]4[c:23]([nH:24]3)[cH:25][cH:26][c:27]([C:29]#[N:32])[cH:28]4)[CH2:16][CH2:17]2)[cH:2][cH:3][cH:4][c:5]2[cH:6][cH:7][cH:8][cH:9][c:10]12. Reactants: C(C1=CC=CC=C1)(=O)NNC(=O)C=1N=CN2C1N=NN(C2=O)CSC (N′-benzoyl-3-(methylthiomethyl)-4-oxo-3,4-dihydroimidazo[5,1-d][1,2,3,5]tetrazine-8-carbohydrazide), COC([O-])=NS(=O)(=O)[N+](CC)(CC)CC (1-methoxy-N-triethylammoniosulfonyl-methanimidate), ice water. The solvent is C1CCOC1 (THF). Reaction conditions: time 5 minute. Product: CSCN1N=NC=2N(C1=O)C=NC2C=2OC(=NN2)C2=CC=CC=C2 (3-(Methylthiomethyl)-8-(5-phenyl-1,3,4-oxadiazol-2-yl)imidazo[5,1-d][1,2,3,5]tetrazin-4(3H)-one). Isolated yield 71.0%. As a reaction SMILES: [C:1]([NH:9][NH:10][C:11]([C:13]1[N:14]=[CH:15][N:16]2[C:21](=[O:22])[N:20]([CH2:23][S:24][CH3:25])[N:19]=[N:18][C:17]=12)=[O:12])(=O)[C:2]1[CH:7]=[CH:6][CH:5]=[CH:4][CH:3]=1.COC(=NS([N+](CC)(CC)CC)(=O)=O)[O-]>C1COCC1>[CH3:25][S:24][CH2:23][N:20]1[C:21](=[O:22])[N:16]2[CH:15]=[N:14][C:13]([C:11]3[O:12][C:1]([C:2]4[CH:7]=[CH:6][CH:5]=[CH:4][CH:3]=4)=[N:9][N:10]=3)=[C:17]2[N:18]=[N:19]1. Procedure details: N′-benzoyl-3-(methylthiomethyl)-4-oxo-3,4-dihydroimidazo[5,1-d][1,2,3,5]tetrazine-8-carbohydrazide (0.47 mmol, 170 mg, 1 eq.) and 1-methoxy-N-triethylammoniosulfonyl-methanimidate (Burgess Reagent) (1.61 mmol, 383 mg, 3.4 eq.) were dissolved in THF (8 mL). Microwave energy was applied to the solution for 5 minutes, keeping reaction temperature at 60° C. The reaction mixture was poured into ice/water and the formed solid was filtered and washed with water, acetonitrile and ether, and dried under ... The reactants are CC(C)(C)N1C(=O)C(NC2CCNCC2)=C(c2ccccc2)S1(=O)=O, N#Cc1ccc(C(=O)Cl)cc1, CN(C)C=O. The product is CC(C)(C)N1C(=O)C(NC2CCN(C(=O)c3ccc(C#N)cc3)CC2)=C(c2ccccc2)S1(=O)=O. As a reaction SMILES: [C:12]([CH3:13])([CH3:14])([CH3:15])[N:16]1[S:17](=[O:35])(=[O:36])[C:18]([c:29]2[cH:30][cH:31][cH:32][cH:33][cH:34]2)=[C:19]([NH:22][CH:23]2[CH2:24][CH2:25][NH:26][CH2:27][CH2:28]2)[C:20]1=[O:21].[C:1](#[N:2])[c:3]1[cH:4][cH:5][c:6]([C:7](=[O:8])[Cl:9])[cH:10][cH:11]1.[O:37]=[CH:38][N:39]([CH3:40])[CH3:41]>>[C:1](#[N:2])[c:3]1[cH:4][cH:5][c:6]([C:7](=[O:8])[N:26]2[CH2:25][CH2:24][CH:23]([NH:22][C:19]3=[C:18]([c:29]4[cH:30][cH:31][cH:32][cH:33][cH:34]4)[S:17](=[O:35])(=[O:36])[N:16]([C:12]([CH3:13])([CH3:14])[CH3:15])[C:20]3=[O:21])[CH2:28][CH2:27]2)[cH:10][cH:11]1. Reactants: acid, OC1=C(C(=O)C2=C(C=CC=C2)O)C=CC=C1 (2,2′-dihydroxybenzophenone), [OH-].[Na+] (sodium hydroxide), [OH-].[Na+] (sodium hydroxide), C(=O)=O (dry ice), BrCCCCCCCC(=O)OCC (ethyl 8-bromooctanoate), [Na] (sodium). Run in C(C)(C)O (isopropanol), C(C)(C)O (Isopropanol), CC(C)(C)OC (MTBE), O (water). Product: OC1=C(C(=O)C2=C(OCCCCCCCC(=O)[O-])C=CC=C2)C=CC=C1.[Na+] (Sodium 8-(2-(2-Hydroxybenzoyl)phenoxy)octanoate). RXN SMILES: [OH:1][C:2]1[CH:16]=[CH:15][CH:14]=[CH:13][C:3]=1[C:4]([C:6]1[CH:11]=[CH:10][CH:9]=[CH:8][C:7]=1[OH:12])=[O:5].Br[CH2:18][CH2:19][CH2:20][CH2:21][CH2:22][CH2:23][CH2:24][C:25]([O:27]CC)=[O:26].[Na].[OH-].[Na+:32].C(=O)=O>C(O)(C)C.CC(OC)(C)C.O>[OH:1][C:2]1[CH:16]=[CH:15][CH:14]=[CH:13][C:3]=1[C:4]([C:6]1[CH:11]=[CH:10][CH:9]=[CH:8][C:7]=1[O:12][CH2:18][CH2:19][CH2:20][CH2:21][CH2:22][CH2:23][CH2:24][C:25]([O-:27])=[O:26])=[O:5].[Na+:32] |f:3.4,9.10,^1:29|. Procedure: Starting from 2,2′-dihydroxybenzophenone and ethyl 8-bromooctanoate, the title compound was prepared and then converted into the sodium salt as follows: the free acid (3.56 g, 9.99 mmol) was dissolved in 40 mL of isopropanol, and treated with sodium hydroxide solution (1.7 mL) prepared from of sodium hydroxide (0.90 g, 22.5 mmol) and water (3.7 mL). Isopropanol and MTBE were added causing a solid to precipitate. Heating this mixture caused most of the solid to dissolve. The remaining solids were...